From a dataset of the Open Reaction Database (ORD), a public repository of structured organic reaction records. describe an organic reaction: reactants, conditions, products, and yield Reactants: CCCCCCCCCCCCNC(=O)c1ccc(CN(CC2CCN(C(=O)OC(C)(C)C)CC2)C(=O)C(=O)OCC)cc1, ClCCl, Cl, C1COCCO1. Product: CCCCCCCCCCCCNC(=O)c1ccc(CN(CC2CCNCC2)C(=O)C(=O)OCC)cc1, Cl. As a reaction SMILES: [CH2:1]([CH2:2][CH2:3][CH2:4][CH2:5][CH2:6][CH2:7][CH2:8][CH2:9][CH2:10][CH2:11][CH3:12])[NH:13][C:14](=[O:15])[c:16]1[cH:17][cH:18][c:19]([CH2:20][N:21]([C:22]([C:23](=[O:24])[O:25][CH2:26][CH3:27])=[O:28])[CH2:29][CH:30]2[CH2:31][CH2:32][N:33]([C:36]([O:37][C:38]([CH3:39])([CH3:40])[CH3:41])=[O:42])[CH2:34][CH2:35]2)[cH:43][cH:44]1.[Cl:46][CH2:47][Cl:48].[ClH:45].[O:49]1[CH2:50][CH2:51][O:52][CH2:53][CH2:54]1>>[CH2:1]([CH2:2][CH2:3][CH2:4][CH2:5][CH2:6][CH2:7][CH2:8][CH2:9][CH2:10][CH2:11][CH3:12])[NH:13][C:14](=[O:15])[c:16]1[cH:17][cH:18][c:19]([CH2:20][N:21]([C:22]([C:23](=[O:24])[O:25][CH2:26][CH3:27])=[O:28])[CH2:29][CH:30]2[CH2:31][CH2:32][NH:33][CH2:34][CH2:35]2)[cH:43][cH:44]1.[ClH:45]. Starting materials: C1(=CC=CC=C1)C(N1C=NC(=C1)CCCCO)(C1=CC=CC=C1)C1=CC=CC=C1 (4-[1-(Triphenylmethyl)imidazol-4-yl]butan-1-ol), C(C)(C)(C)OC(=O)NS(=O)(=O)NCC1CCCCC1 (N-tert-Butoxycarbonyl-N'-cyclohexylmethyl-sulfamide), C1(=CC=CC=C1)P(C1=CC=CC=C1)C1=CC=CC=C1 (triphenylphosphine), CCOC(=O)/N=N/C(=O)OCC (diethylazodicarboxylate). Solvent: O1CCCC1 (tetrahydrofuran), O1CCCC1 (tetrahydrofuran). Reaction conditions: time 2 hour. Yields the product C(C)(C)(C)OC(=O)N(S(=O)(=O)NCC1CCCCC1)CCCCC=1N=CN(C1)C(C1=CC=CC=C1)(C1=CC=CC=C1)C1=CC=CC=C1 (N-tert-Butoxycarbonyl-N-[4-[1-(triphenylmethyl)imidazol-4-yl]butyl]-N'cyclohexylmethyl-sulfamide). The yield is 60.9%. Reaction SMILES: [C:1]1([C:7]([C:24]2[CH:29]=[CH:28][CH:27]=[CH:26][CH:25]=2)([C:18]2[CH:23]=[CH:22][CH:21]=[CH:20][CH:19]=2)[N:8]2[CH:12]=[C:11]([CH2:13][CH2:14][CH2:15][CH2:16]O)[N:10]=[CH:9]2)[CH:6]=[CH:5][CH:4]=[CH:3][CH:2]=1.[C:30]([O:34][C:35]([NH:37][S:38]([NH:41][CH2:42][CH:43]1[CH2:48][CH2:47][CH2:46][CH2:45][CH2:44]1)(=[O:40])=[O:39])=[O:36])([CH3:33])([CH3:32])[CH3:31].C1(P(C2C=CC=CC=2)C2C=CC=CC=2)C=CC=CC=1.CCOC(/N=N/C(OCC)=O)=O>O1CCCC1>[C:30]([O:34][C:35]([N:37]([CH2:16][CH2:15][CH2:14][CH2:13][C:11]1[N:10]=[CH:9][N:8]([C:7]([C:24]2[CH:29]=[CH:28][CH:27]=[CH:26][CH:25]=2)([C:18]2[CH:19]=[CH:20][CH:21]=[CH:22][CH:23]=2)[C:1]2[CH:6]=[CH:5][CH:4]=[CH:3][CH:2]=2)[CH:12]=1)[S:38]([NH:41][CH2:42][CH:43]1[CH2:44][CH2:45][CH2:46][CH2:47][CH2:48]1)(=[O:40])=[O:39])=[O:36])([CH3:33])([CH3:31])[CH3:32]. Procedure: To a solution of the product from step d (764 mg, 2.00 mmol), the product from step e (642 mg, 2.20 mmol) and triphenylphosphine 576 mg, 2.20 mmol) in dry tetrahydrofuran (20 ml), under an atmosphere of argon, was added over 10 min a solution of diethylazodicarboxylate (383 mg, 2.20 mmol) in dry tetrahydrofuran (5 ml). The mixture was stirred for 2 h, the solvent evaporated and the residue purified by flash column chromatography (silica; 30% ethyl acetate/dichloromethane). Thus, the product was ... Starting materials: BrCc1ccc(Br)nc1, [C-]#N, [Na+], C1COCCO1, O. The product is N#CCc1ccc(Br)nc1. RXN SMILES: [Br:4][c:5]1[n:6][cH:7][c:8]([CH2:11][Br:12])[cH:9][cH:10]1.[C-:1]#[N:2].[Na+:3].[O:13]1[CH2:14][CH2:15][O:16][CH2:17][CH2:18]1.[OH2:19]>>[C:1](#[N:2])[CH2:11][c:8]1[cH:7][n:6][c:5]([Br:4])[cH:10][cH:9]1.